This data is from the Open Reaction Database (ORD), a public repository of structured organic reaction records. The task is: describe an organic reaction: reactants, conditions, products, and yield Starting materials: C1(=CC=CC=C1)S(=O)(=O)N1C(=CC2=CC(=CC=C12)N)C(CCC1CCN(CC1)CC1=CC=CC=C1)=O (1-(1-Phenylsulfonyl-5-amino-indol-2-yl)-3-(N-phenylmethylpiperidin-4-yl)-1-propanone). The solvent is CO (methanol), [OH-].[Na+] (NaOH). The product is NC=1C=C2C=C(NC2=CC1)C(CCC1CCN(CC1)CC1=CC=CC=C1)=O (1-(5-Amino-indol-2-yl)-3-[1-(phenylmethyl)-4-piperidinyl]-1-propanone). Yield: 124.5%. As a reaction SMILES: C1(S([N:10]2[C:18]3[C:13](=[CH:14][C:15]([NH2:19])=[CH:16][CH:17]=3)[CH:12]=[C:11]2[C:20](=[O:36])[CH2:21][CH2:22][CH:23]2[CH2:28][CH2:27][N:26]([CH2:29][C:30]3[CH:35]=[CH:34][CH:33]=[CH:32][CH:31]=3)[CH2:25][CH2:24]2)(=O)=O)C=CC=CC=1>CO.[OH-].[Na+]>[NH2:19][C:15]1[CH:14]=[C:13]2[C:18](=[CH:17][CH:16]=1)[NH:10][C:11]([C:20](=[O:36])[CH2:21][CH2:22][CH:23]1[CH2:24][CH2:25][N:26]([CH2:29][C:30]3[CH:31]=[CH:32][CH:33]=[CH:34][CH:35]=3)[CH2:27][CH2:28]1)=[CH:12]2 |f:2.3|. Procedure: A solution of 1-(1-Phenylsulfonyl-5-amino-indol-2-yl)-3-(N-phenylmethylpiperidin-4-yl)-1-propanone (160 mg, 0.32 mmol) in 3 ml of methanol and 2 ml of 2N NaOH was heated at reflux for 2 hours. The mixture was concentrated to dryness and the residue was diluted with brine and extracted with chloroform. The organic layer was dried and concentrated to dryness to give 144 mg of brown solid which was purified through silica gel column chromatography to give 31 mg of the title compound as a brown soli...